From a dataset of the Open Reaction Database (ORD), a public repository of structured organic reaction records. describe an organic reaction: reactants, conditions, products, and yield The reactants are CN(C)C=CC(=O)C1CC1 (β-N,N-Dimethylaminoethenylcyclopropyl ketone), [N+](=O)([O-])CC(=O)N (nitroacetamide), C(C)(=O)[O-].[NH2+]1CCCCC1 (piperidinium acetate). Solvent: O (water). Conditions: time 8 hour. The product is C1(CC1)C1=CC=C(C(N1)=O)[N+](=O)[O-] (6-Cyclopropyl-3-nitro-2-(1H)-pyridinone). RXN SMILES: CN([CH:4]=[CH:5][C:6]([CH:8]1[CH2:10][CH2:9]1)=O)C.[N+:11]([CH2:14][C:15]([NH2:17])=[O:16])([O-:13])=[O:12].C([O-])(=O)C.[NH2+]1CCCCC1>O>[CH:8]1([C:6]2[NH:17][C:15](=[O:16])[C:14]([N+:11]([O-:13])=[O:12])=[CH:4][CH:5]=2)[CH2:9][CH2:10]1 |f:2.3|. Reported procedure: A mixture of crude β-N,N-dimethylaminoethenylcyclopropyl ketone (17-2; 12 g, <86 mmol), nitroacetamide (9 g, 86 mmol) and aqueous piperidinium acetate (10 ml) [prepared from glacial acetic acid (42 ml), water (100 ml) and piperidine (72 ml)] was stirred at room temperature overnight. Following dilution with water (20 ml), the yellow precipitate was isolated via filtration and drying in vacuo to yield the title compound 17-3: 1H NMR (CDCl3) δ 1.15 (m, 2H), 1.36 (m, 2H), 2.10 (m, 1H), 6.02 (br d, ... Starting materials: ClC1=C(C=CC(=C1)Cl)CCC(=O)O (3-(2,4-dichlorophenyl)propanoic acid). Run in polyphosphoric acid, O (water). The product is ClC1=C2CCC(C2=CC(=C1)Cl)=O (4,6-Dichloroindanone). Isolated yield 4.5%. As a reaction SMILES: [Cl:1][C:2]1[CH:7]=[C:6]([Cl:8])[CH:5]=[CH:4][C:3]=1[CH2:9][CH2:10][C:11]([OH:13])=O>O>[Cl:1][C:2]1[CH:7]=[C:6]([Cl:8])[CH:5]=[C:4]2[C:3]=1[CH2:9][CH2:10][C:11]2=[O:13]. Procedure: 3-(2,4-dichlorophenyl)propanoic acid (0.44 g, 2 mmol) in polyphosphoric acid (7 g) was heated to 100° C. under argon. After 90 min the mixture was cooled and treated with water (20 ml) and extracted with hexane (40 ml). The hexane layer was dried (MgSO4), and evaporated to dryness. The residue was purified by column chromatography on silica gel eluting with 0-30% dichloromethane in hexane to give the title product as a yellow solid, (0.018 g, 4.5%), δH (CDCl3) 2.8 (2H, m), 3.1 (2H, m), 7.6 (1H, ...